Dataset: the Open Reaction Database (ORD), a public repository of structured organic reaction records. Task: describe an organic reaction: reactants, conditions, products, and yield Starting materials: C1(=CC=CC=C1)CN1CC(CC1)CO (1-phenylmethyl-3-hydroxymethyl pyrrolidine), 3-epoxide, CS(=C)(=O)C (dimethyloxosulfonium methylide), [I-].C[S+](=O)(C)C (trimethylsulfoxonium iodide), [H-].[Na+] (sodium hydride), [Cr](=O)(=O)([O-])Cl.[NH+]1=CC=CC=C1 (pyridinium chlorochromate), epoxide, [O-]C1=CC=CC=C1.[Na+] (sodium phenoxide). The product is C1(=CC=CC=C1)CN1CC(CC1)C=O (1-Phenylmethyl-3-formylpyrrolidine), C1(=CC=CC=C1)CN1C(CCC1)C(O)COC1=CC=CC=C1 (1-phenylmethyl-α-phenoxymethyl-2-pyrrolidinemethanol). RXN SMILES: [C:1]1([CH2:7][N:8]2[CH2:12][CH2:11][CH:10]([CH2:13][OH:14])[CH2:9]2)[CH:6]=[CH:5][CH:4]=[CH:3][CH:2]=1.[Cr](Cl)([O-])(=O)=O.[NH+]1[CH:25]=[CH:24]C=CC=1.CS(C)(=O)=C.[I-].C[S+](C)(C)=[O:34].[H-].[Na+].[O-:39][C:40]1[CH:45]=[CH:44][CH:43]=[CH:42][CH:41]=1.[Na+]>>[C:1]1([CH2:7][N:8]2[CH2:12][CH2:11][CH:10]([CH:13]=[O:14])[CH2:9]2)[CH:2]=[CH:3][CH:4]=[CH:5][CH:6]=1.[C:1]1([CH2:7][N:8]2[CH2:9][CH2:10][CH2:11][CH:12]2[CH:24]([CH2:25][O:39][C:40]2[CH:45]=[CH:44][CH:43]=[CH:42][CH:41]=2)[OH:34])[CH:2]=[CH:3][CH:4]=[CH:5][CH:6]=1 |f:1.2,4.5,6.7,8.9|. Procedure details: 1-Phenylmethyl-3-formylpyrrolidine is prepared from 1-phenylmethyl-3-hydroxymethyl pyrrolidine (source: method of U.S. Pat. No. 3,318,908) by reacting it with pyridinium chlorochromate and converted to the corresponding 3-epoxide using dimethyloxosulfonium methylide obtained by mixing trimethylsulfoxonium iodide and sodium hydride in aprotic solvent. The epoxide is reacted with sodium phenoxide and the reaction mixture is acidified to give 1-phenylmethyl-α-phenoxymethyl-2-pyrrolidinemethanol whi... Starting materials: O=S1(CCN(CC1)C1=CC=C2C(=N1)NC=C2C#N)=O (6-(1,1-dioxo-1lambda*6*-thiomorpholin-4-yl)-1H-pyrrolo[2,3-b]pyridine-3-carbonitrile), C(C)(C)(C)C=1C=C2C=NN(C(C2=C(C1)F)=O)C1=CC=CC=2B(OCC21)O (6-tert-butyl-8-fluoro-2-(1-hydroxy-1,3-dihydrobenzo[c][1,2]oxaborol-4-yl)phthalazin-1(2H)-one), [NH4+].[Cl-] (NH4Cl), N1=CC=CC=C1 (Pyridine). Reagents/catalysts: C(C)(=O)[O-].[Cu+2].C(C)(=O)[O-] (copper acetate). Solvent: ClCCCl (1,2-dichloroethane). Reaction conditions: temperature 45 celsius, time 2 day. The product is C(C)(C)(C)C=1C=C2C=NN(C(C2=C(C1)F)=O)C=1C(=C(C=CC1)N1C=C(C=2C1=NC(=CC2)N2CCS(CC2)(=O)=O)C#N)CO (1-[3-(6-tert-butyl-8-fluoro-1-oxo-1H-phthalazin-2-yl)-2-hydroxymethyl-phenyl]-6-(1,1-dioxo-1lambda*6*-thiomorpholin-4-yl)-1H-pyrrolo[2,3-b]pyridine-3-carbonitrile). Yield: 8.3%. Reaction SMILES: [O:1]=[S:2]1(=[O:19])[CH2:7][CH2:6][N:5]([C:8]2[N:13]=[C:12]3[NH:14][CH:15]=[C:16]([C:17]#[N:18])[C:11]3=[CH:10][CH:9]=2)[CH2:4][CH2:3]1.[C:20]([C:24]1[CH:25]=[C:26]2[C:31](=[C:32]([F:34])[CH:33]=1)[C:30](=[O:35])[N:29]([C:36]1[C:44]3[CH2:43][O:42]B(O)[C:40]=3[CH:39]=[CH:38][CH:37]=1)[N:28]=[CH:27]2)([CH3:23])([CH3:22])[CH3:21].N1C=CC=CC=1.[NH4+].[Cl-]>C([O-])(=O)C.[Cu+2].C([O-])(=O)C.ClCCCl>[C:20]([C:24]1[CH:25]=[C:26]2[C:31](=[C:32]([F:34])[CH:33]=1)[C:30](=[O:35])[N:29]([C:36]1[C:44]([CH2:43][OH:42])=[C:40]([N:14]3[C:12]4=[N:13][C:8]([N:5]5[CH2:4][CH2:3][S:2](=[O:1])(=[O:19])[CH2:7][CH2:6]5)=[CH:9][CH:10]=[C:11]4[C:16]([C:17]#[N:18])=[CH:15]3)[CH:39]=[CH:38][CH:37]=1)[N:28]=[CH:27]2)([CH3:23])([CH3:21])[CH3:22] |f:3.4,5.6.7|. Reported procedure: In a 25 mL round-bottomed flask, 6-(1,1-dioxo-1lambda*6*-thiomorpholin-4-yl)-1H-pyrrolo[2,3-b]pyridine-3-carbonitrile (122 mg, 442 μmol), 6-tert-butyl-8-fluoro-2-(1-hydroxy-1,3-dihydrobenzo[c][1,2]oxaborol-4-yl)phthalazin-1(2H)-one (155 mg, 442 μmol, Eq: 1.00) and copper acetate (108 mg) were combined with 1,2-dichloroethane (3.89 ml) to give a blue suspension. Pyridine (69.8 mg, 71.4 μl, 883 μmol, Eq: 2) was added. The reaction mixture was heated to 45° C. and stirred for 2 d. The reaction mixt... The reactants are CC(C(C)=O)=O (butane-2,3-dione), NN1C(=NN=C1N)CC1=CC=C(C=C1)O (4-(4,5-diamino-4H-[1,2,4]triazol-3-ylmethyl)-phenol). Yields the product CC=1C(=NC=2N(N1)C(=NN2)CC2=CC=C(C=C2)O)C (4-(6,7-dimethyl-[1,2,4]triazolo[4,3-b][1,2,4]triazin-3-ylmethyl)-phenol). As a reaction SMILES: [CH3:1][C:2](=O)[C:3](=O)[CH3:4].[NH2:7][N:8]1[C:12]([NH2:13])=[N:11][N:10]=[C:9]1[CH2:14][C:15]1[CH:20]=[CH:19][C:18]([OH:21])=[CH:17][CH:16]=1>>[CH3:1][C:2]1[C:3]([CH3:4])=[N:13][C:12]2[N:8]([C:9]([CH2:14][C:15]3[CH:20]=[CH:19][C:18]([OH:21])=[CH:17][CH:16]=3)=[N:10][N:11]=2)[N:7]=1. Reported procedure: General procedure A was followed with the reaction of butane-2,3-dione and 4-(4,5-diamino-4H-[1,2,4]triazol-3-ylmethyl)-phenol to provide 4-(6,7-dimethyl-[1,2,4]triazolo[4,3-b][1,2,4]triazin-3-ylmethyl)-phenol (example 8). Starting materials: [Li]CCCC, C1CCOC1, CON(C)C(=O)c1ccccc1, CC(C)n1c(-c2ccnc(Nc3ccccc3)n2)cnc1C=O. Product: CC(C)n1c(-c2ccnc(Nc3ccccc3)n2)cnc1C(=O)c1ccccc1. RXN SMILES: [CH2:1]([Li:2])[CH2:3][CH2:4][CH3:5].[CH2:41]1[O:42][CH2:43][CH2:44][CH2:45]1.[CH3:29][O:30][N:31]([C:32](=[O:33])[c:35]1[cH:36][cH:37][cH:38][cH:39][cH:40]1)[CH3:34].[NH:6]([c:7]1[cH:8][cH:9][cH:10][cH:11][cH:12]1)[c:13]1[n:14][cH:15][cH:16][c:17](-[c:19]2[cH:20][n:21][c:22]([CH:27]=[O:28])[n:23]2[CH:24]([CH3:25])[CH3:26])[n:18]1>>[NH:6]([c:7]1[cH:8][cH:9][cH:10][cH:11][cH:12]1)[c:13]1[n:14][cH:15][cH:16][c:17](-[c:19]2[cH:20][n:21][c:22]([C:27](=[O:28])[c:35]3[cH:36][cH:37][cH:38][cH:39][cH:40]3)[n:23]2[CH:24]([CH3:25])[CH3:26])[n:18]1.